Dataset: the Open Reaction Database (ORD), a public repository of structured organic reaction records. Task: describe an organic reaction: reactants, conditions, products, and yield Procedure details: A mixture of 6-Chloro-3-phenyl-1,2,4-Triazolo[3,4-a]phthalazine (2.0 g, prepared according to procedures described in Zh. Org. Khim. (1975), 11(7), 1570-2 and J. Med. Chem. (1988),31(6), 1115-23.) and copper cynaide (2.0 g) in 50 ml of DMSO is stirred at 140° C. overnight. The mixture is cooled, poured into water and extracted with methylene chloride. The organic layer is washed with water, dried over Na2SO4 and concentrated to give a tan solid which is then dissolved in 50 mL of methanol. The r... Run at temperature 140 celsius, time 8 hour. The product is C1(=CC=CC=C1)C1=NN=C2N1N=C(C1=CC=CC=C21)C(=O)O (3-Phenyl-1,2,4-Triazolo[3,4-a]phthalazine-6-carboxylic Acid). Reaction SMILES: Cl[C:2]1[C:11]2[C:6](=[CH:7][CH:8]=[CH:9][CH:10]=2)[C:5]2=[N:12][N:13]=[C:14]([C:15]3[CH:20]=[CH:19][CH:18]=[CH:17][CH:16]=3)[N:4]2[N:3]=1.[OH2:21].Cl.[OH-:23].[Na+].[CH3:25]S(C)=O>CO.[Cu]>[C:15]1([C:14]2[N:4]3[N:3]=[C:2]([C:25]([OH:23])=[O:21])[C:11]4[C:6]([C:5]3=[N:12][N:13]=2)=[CH:7][CH:8]=[CH:9][CH:10]=4)[CH:20]=[CH:19][CH:18]=[CH:17][CH:16]=1 |f:3.4|. Reactants: O (water), [OH-].[Na+] (NaOH), ClC1=NN2C(C3=CC=CC=C13)=NN=C2C2=CC=CC=C2 (6-Chloro-3-phenyl-1,2,4-Triazolo[3,4-a]phthalazine), CS(=O)C (DMSO), Cl (HCl), O (water). The solvent is CO (methanol). The reagents and catalysts are [Cu] (copper). The reactants are ClC1=NC(=NC(=C1)OC[C@@H]1[C@H](C1)C1=NC=C(C=C1)C)C (4-Chloro-2-methyl-6-(((1S,2S)-2-(5-methylpyridin-2-yl)cyclopropyl)methoxy)-pyrimidine), CC1=NN=C(S1)CNC(OC(C)(C)C)=O (tert-butyl ((5-methyl-1,3,4-thiadiazol-2-yl)methyl)carbamate), CC(C)([O-])C.[K+] (potassium tert-butoxide), C(C)(C)(C)P(C1=C(C=CC=C1)C1=C(C=C(C=C1C(C)C)C(C)C)C(C)C)C(C)(C)C (2-di-tert-butylphosphino-2′,4′,6′-triisopropylbiphenyl), N#N (N2). Reagents/catalysts: C=1C=CC(=CC1)/C=C/C(=O)/C=C/C2=CC=CC=C2.C=1C=CC(=CC1)/C=C/C(=O)/C=C/C2=CC=CC=C2.C=1C=CC(=CC1)/C=C/C(=O)/C=C/C2=CC=CC=C2.[Pd].[Pd] (Tris(dibenzylideneacetone)-dipalladium(0)). The solvent is C(C)(=O)OCC (ethyl acetate), C(=O)(O)[O-].[Na+] (NaHCO3), CC(C)(CC)O (2-Methyl-2-butanol). Conditions: temperature 60 celsius. Product: CC1=NN=C(S1)CN(C(OC(C)(C)C)=O)C1=NC(=NC(=C1)OC[C@@H]1[C@H](C1)C1=NC=C(C=C1)C)C (tert-Butyl ((5-methyl-1,3,4-thiadiazol-2-yl)methyl)(2-methyl-6-(((1S,2S)-2-(5-methylpyridin-2-yl)cyclopropyl)methoxy)pyrimidin-4-yl)carbamate). Yield: 69.3%. Reaction SMILES: Cl[C:2]1[CH:7]=[C:6]([O:8][CH2:9][C@H:10]2[CH2:12][C@@H:11]2[C:13]2[CH:18]=[CH:17][C:16]([CH3:19])=[CH:15][N:14]=2)[N:5]=[C:4]([CH3:20])[N:3]=1.[CH3:21][C:22]1[S:26][C:25]([CH2:27][NH:28][C:29](=[O:35])[O:30][C:31]([CH3:34])([CH3:33])[CH3:32])=[N:24][N:23]=1.CC(C)([O-])C.[K+].C(P(C(C)(C)C)C1C=CC=CC=1C1C(C(C)C)=CC(C(C)C)=CC=1C(C)C)(C)(C)C.N#N>CC(O)(CC)C.C(OCC)(=O)C.C([O-])(O)=O.[Na+].C1C=CC(/C=C/C(/C=C/C2C=CC=CC=2)=O)=CC=1.C1C=CC(/C=C/C(/C=C/C2C=CC=CC=2)=O)=CC=1.C1C=CC(/C=C/C(/C=C/C2C=CC=CC=2)=O)=CC=1.[Pd].[Pd]>[CH3:21][C:22]1[S:26][C:25]([CH2:27][N:28]([C:2]2[CH:7]=[C:6]([O:8][CH2:9][C@H:10]3[CH2:12][C@@H:11]3[C:13]3[CH:18]=[CH:17][C:16]([CH3:19])=[CH:15][N:14]=3)[N:5]=[C:4]([CH3:20])[N:3]=2)[C:29](=[O:35])[O:30][C:31]([CH3:33])([CH3:32])[CH3:34])=[N:24][N:23]=1 |f:2.3,8.9,10.11.12.13.14|. Procedure: A solution of 2-1 (100 mg, 0.35 mmol), tert-butyl ((5-methyl-1,3,4-thiadiazol-2-yl)methyl)carbamate (119 mg, 0.52 mmol; for preparation, see D. C. Pryde et al. J. Med. Chem. 2006, 49, 4409-4424), 1 M potassium tert-butoxide (1.03 mL in THF) and 2-di-tert-butylphosphino-2′,4′,6′-triisopropylbiphenyl (14.6 mg, 0.035 mmol) in 2-Methyl-2-butanol (1.7 ml) was purged with N2 for 5 min. Tris(dibenzylideneacetone)-dipalladium(0) (31.6 mg, 0.035 mmol) was added and the mixture was heated at 60° C. for 1 ... Reactants: B(Br)(Br)Br (BBr3), ice, COC1=C(C=C(C=C1)C1=CC(=CC=C1)C(=O)OC)C (methyl 4′-methoxy-3′-methyl-[1,1′-biphenyl]-3-carboxylate), CO (MeOH). The solvent is C(Cl)Cl (CH2Cl2), C(Cl)Cl (CH2Cl2). Run at temperature 25 celsius, time 2 hour. The product is OC1=C(C=C(C=C1)C1=CC(=CC=C1)C(=O)OC)C (Methyl 4′-hydroxy-3′-methyl-[1,1′-biphenyl]-3-carboxylate). Yield: 85.0%. As a reaction SMILES: B(Br)(Br)Br.C[O:6][C:7]1[CH:12]=[CH:11][C:10]([C:13]2[CH:18]=[CH:17][CH:16]=[C:15]([C:19]([O:21][CH3:22])=[O:20])[CH:14]=2)=[CH:9][C:8]=1[CH3:23].CO>C(Cl)Cl>[OH:6][C:7]1[CH:12]=[CH:11][C:10]([C:13]2[CH:18]=[CH:17][CH:16]=[C:15]([C:19]([O:21][CH3:22])=[O:20])[CH:14]=2)=[CH:9][C:8]=1[CH3:23]. Procedure: A 1.0 M BBr3 solution in CH2Cl2 (3.4 mL, 3.40 mmol) was added to an ice-cold solution of methyl 4′-methoxy-3′-methyl-[1,1′-biphenyl]-3-carboxylate (345 mg, 1.35 mmol) in CH2Cl2 (13 mL). The reaction mixture was stirred at 25° C. for 2 h then was cooled to 0° C. MeOH (5 mL) was added and the mixture was stirred at 0° C. for 15 min then was extracted with CH2Cl2 (2×). The combined organic layers were washed with brine, dried (MgSO4), filtered and concentrated under reduced pressure. The residue wa... Starting materials: ClC=1C(=CC=2N(N1)C(=NN2)C2=C(C=CC=C2F)F)C(C)(C)C (6-chloro-3-(2,6-difluorophenyl)-7-(1,1-dimethylethyl)-1,2,4-triazolo[4,3-b]pyridazine), C(C)N1N=CN=C1CO ((2-ethyl-2H-1,2,4-triazol-3-yl)methanol), [H-].[Na+] (sodium hydride). Solvent: CN(C)C=O (DMF). Yields the product FC1=C(C(=CC=C1)F)C1=NN=C2N1N=C(C(=C2)C(C)(C)C)OCC=2N(N=CN2)CC (3-(2,6-Difluorophenyl)-7-(1,1-dimethylethyl)-6-(2-ethyl-2H-1,2,4-triazol-3-ylmethoxy)-1,2,4-triazolo[4,3-b]pyridazine). RXN SMILES: Cl[C:2]1[C:3]([C:19]([CH3:22])([CH3:21])[CH3:20])=[CH:4][C:5]2[N:6]([C:8]([C:11]3[C:16]([F:17])=[CH:15][CH:14]=[CH:13][C:12]=3[F:18])=[N:9][N:10]=2)[N:7]=1.[CH2:23]([N:25]1[C:29]([CH2:30][OH:31])=[N:28][CH:27]=[N:26]1)[CH3:24].[H-].[Na+]>CN(C=O)C>[F:18][C:12]1[CH:13]=[CH:14][CH:15]=[C:16]([F:17])[C:11]=1[C:8]1[N:6]2[N:7]=[C:2]([O:31][CH2:30][C:29]3[N:25]([CH2:23][CH3:24])[N:26]=[CH:27][N:28]=3)[C:3]([C:19]([CH3:22])([CH3:21])[CH3:20])=[CH:4][C:5]2=[N:10][N:9]=1 |f:2.3|. Procedure: This compound was prepared from 6-chloro-3-(2,6-difluorophenyl)-7-(1,1-dimethylethyl)-1,2,4-triazolo[4,3-b]pyridazine and (2-ethyl-2H-1,2,4-triazol-3-yl)methanol following the procedure (sodium hydride, DMF) described in WO 98/04559. Data for the title compound: m.p. 182° C.; 1H NMR (400 MHz, CDCl3) δ1.39-1.45 (12H, m), 4.10-4.16 (2H, m), 5.46 (2H, s), 7.09-7.15 (2H, m), 7.52-7.59 (1H, m), 7.92 (1H, s), 8.00 (1H, s); MS (ES30) m/e 414 [MH]+; Anal. Found: C, 58.19; H, 5.05; N, 23.80%. C20H21F2N7O... The reactants are Cl (hydrochloric acid), crude product, C(CCCCO)O (1,5-pentanediol), [OH-].[Na+] (sodium hydroxide), C(C)(C)(C)ON=C(C)CCl (chloroacetone O-tert-butyloxime). The reagents and catalysts are [Cl-].C(C1=CC=CC=C1)[N+](CC)(CC)CC (benzyltriethylammonium chloride). Run in O1CCCC1 (tetrahydrofuran). The product is C(C)(C)(C)ON=C(C)COCCCCCO (5-hydroxypentyloxyacetone O-tert-butyloxime). The yield is 58.7%. As a reaction SMILES: [CH2:1]([OH:7])[CH2:2][CH2:3][CH2:4][CH2:5][OH:6].[OH-].[Na+].[C:10]([O:14][N:15]=[C:16]([CH2:18]Cl)[CH3:17])([CH3:13])([CH3:12])[CH3:11].Cl>[Cl-].C([N+](CC)(CC)CC)C1C=CC=CC=1.O1CCCC1>[C:10]([O:14][N:15]=[C:16]([CH2:18][O:6][CH2:5][CH2:4][CH2:3][CH2:2][CH2:1][OH:7])[CH3:17])([CH3:13])([CH3:12])[CH3:11] |f:1.2,5.6|. Procedure details: First, 13.02 g of 1,5-pentanediol, 2.40 g of sodium hydroxide (powdery), 1.14 g of benzyltriethylammonium chloride, and 100 ml of tetrahydrofuran were placed in a reaction vessel, to which 8.18 g of chloroacetone O-tert-butyloxime was slowly added dropwise with stirring under heating under reflux. After further stirring for 8 hours, the reaction mixture was poured into diluted hydrochloric acid, and extracted twice with ethyl acetate. The ethyl acetate layers were combined, washed with diluted h...